This data is from the Open Reaction Database (ORD), a public repository of structured organic reaction records. The task is: describe an organic reaction: reactants, conditions, products, and yield The reactants are C(C)OC([C@@H](NC(C)=O)CCSC)=O (N-acetyl-L-methionine ethyl ester), C(C)OC([C@@H](NC(C)=O)CCSC)=O (N-acetyl-L-methionine ethyl ester), C(C)(=O)OCC (ethyl acetate), OS(=O)(=O)O (H2SO4), [OH-].[Na+] (NaOH), C(C)OC([C@@H](NC(C)=O)CCSC)=O (N-acetyl-L-methionine ethyl ester). Run in C(C)(=O)O (acetic acid). Yields the product C(C)(=O)OC(C)=O (acetic anhydride), [OH-].[Na+] (NaOH). As a reaction SMILES: [OH:1]S(O)(=O)=O.[OH-].[Na+:7].[CH2:8]([O:10][C:11](=[O:21])[C@H:12](CCSC)NC(=O)C)[CH3:9].C(OCC)(=[O:24])C>C(O)(=O)C>[C:11]([O:10][C:8](=[O:24])[CH3:9])(=[O:21])[CH3:12].[OH-:1].[Na+:7] |f:1.2,7.8|. Procedure details: To this solution was added with stirring sufficient anhydrous H2SO4 to neutralize the NaOH and render the solution slightly acidic. Under these conditions the N-acetyl-L-methionine was converted to N-acetyl-L-methionine ethyl ester. The remaining ethanol and ethyl acetate (formed from the reaction of residual acetic acid and acetic anhydride with NaOH) was removed by warming the mixture under vacuum. The remaining mixture was slurried with cholorform and filtered to removed sodium sulfate salts.... Reactants: resultant mixture, BrBr (bromine), C(C)(=O)O (acetic acid), O (water), NC=1C=CC(=C(C1)N1N=C2CCCCC2=C1Cl)F (2-(5-Amino-2-fluorophenyl)-3-chloro-4,5,6,7-tetrahydro-2H-indazole), C(C)(=O)O (acetic acid), [S-]C#N.[NH4+] (ammonium thiocyanate). Run at temperature 100 celsius, time 8 hour. The product is NC=1SC2=C(C1)C=C(C(=C2)F)N2N=C1CCCCC1=C2Cl (2-(2-amino-6-fluorobenzothiaol-5-yl)-3-chloro-4,5,6,7-tetrahydro-2H-indazole). The yield is 31.5%. RXN SMILES: N[C:2]1[CH:3]=[CH:4][C:5]([F:18])=[C:6]([N:8]2[C:16]([Cl:17])=[C:15]3[C:10]([CH2:11][CH2:12][CH2:13][CH2:14]3)=[N:9]2)[CH:7]=1.[S-:19][C:20]#[N:21].[NH4+].BrBr.O.[C:26](O)(=O)C>>[NH2:21][C:20]1[S:19][C:3]2[CH:4]=[C:5]([F:18])[C:6]([N:8]3[C:16]([Cl:17])=[C:15]4[C:10]([CH2:11][CH2:12][CH2:13][CH2:14]4)=[N:9]3)=[CH:7][C:2]=2[CH:26]=1 |f:1.2|. Procedure: 2-(5-Amino-2-fluorophenyl)-3-chloro-4,5,6,7-tetrahydro-2H-indazole (22.97 g) was dissolved in 95% aqueous acetic acid (79.53 g), and ammonium thiocyanate (15.92 g) was added thereto at room temperature (ca. 20° C.). To the resultant mixture, a solution of bromine (15.89 g) in, acetic acid (23.77 g) was dropwise added in 105 minutes. After being allowed to stand overnight, the mixture was heated to 100° C., and hot water (173 ml) was added thereto, followed by filtration. The filtrate was cooled ... Starting materials: C1(=CC=CC=C1)C(C(=O)OCC)=O (ethyl phenylglyoxylate), Cl (HCl), C([C@H](O)[C@@H](O)C(=O)O)(=O)O (L-(+)-tartaric acid), [Na] (sodium). Run in C1CCOC1 (THF), C1CCOC1 (THF). Conditions: time 15 minute. The product is O[C@@H](C(=O)OCC)C1=CC=CC=C1 (ethyl (R)-(-)-2-hydroxy-2-phenylacetate). The yield is 85.2%. As a reaction SMILES: C(O)(=O)[C@@H]([C@H](C(O)=O)O)O.[C:11]1([C:17](=[O:23])[C:18]([O:20][CH2:21][CH3:22])=[O:19])[CH:16]=[CH:15][CH:14]=[CH:13][CH:12]=1.[Na].Cl>C1COCC1>[OH:23][C@H:17]([C:11]1[CH:16]=[CH:15][CH:14]=[CH:13][CH:12]=1)[C:18]([O:20][CH2:21][CH3:22])=[O:19] |^1:23|. Reported procedure: A solution of 1.70 g (11.3 mmol) of L-(+)-tartaric acid in 35 ml of THF was cooled in a cryostat at -20° C., and a solution of 0.5 g (2.8 mmol) of ethyl phenylglyoxylate in THF (5 ml) was added. To the resulting solution, there was further added 0.43 g (11.3 mmol) of sodium borohyride, all at once and with stirring, and the mixture was stirred for 24 hours. The reaction mixture was cooled in an ice bath, 20 ml of 1N HCl was added, and stirring was continued for 15 minutes. After distilling off T... Reactants: CS(=O)(=O)[O-] (methanesulfonate), NC1=C2N=CN(C2=NC=N1)C1COC2C1OCC2O (6-(6-amino-purin-9-yl)-hexahydro-furo[3,2-b]furan-3-ol). Product: CS[C@H]1COC2C1OC[C@H]2N2C1=NC=NC(=C1N=C2)N ([3R, 6S]-9-(6-Methylsulfanyl-hexahydro-furo[3,2-b]-furan-3-yl)-9H-purin-6-ylamine). RXN SMILES: [CH3:1][S:2]([O-])(=O)=O.[NH2:6][C:7]1[N:15]=[CH:14][N:13]=[C:12]2[C:8]=1[N:9]=[CH:10][N:11]2[CH:16]1[CH:20]2[O:21][CH2:22][CH:23](O)[CH:19]2[O:18][CH2:17]1>>[CH3:1][S:2][C@@H:23]1[CH:19]2[O:18][CH2:17][C@@H:16]([N:11]3[CH:10]=[N:9][C:8]4[C:12]3=[N:13][CH:14]=[N:15][C:7]=4[NH2:6])[CH:20]2[O:21][CH2:22]1. Reported procedure: In an analogous manner to Example 4 the title compound is prepared from the methanesulfonate derivative of 6-(6-amino-purin-9-yl)-hexahydro-furo[3,2-b]furan-3-ol. The reactants are ClC1=C(C=CC=C1Cl)S(=O)(=O)N (2,3-dichlorobenzenesulfonamide), C(CCC)N=C=O (n-butyl isocyanate), C1CN2CCN1CC2 (1,4-diazobicyclo[2.2.2]octane), C(=O)(Cl)Cl (phosgene), C(=O)(Cl)Cl (phosgene). The solvent is xylenes. Reaction conditions: temperature 138 celsius, time 2 hour. Product: ClC1=C(C=CC=C1Cl)S(=O)(=O)N=C=O (2,3-dichlorobenzenesulfonyl isocyanate). As a reaction SMILES: [Cl:1][C:2]1[C:7]([Cl:8])=[CH:6][CH:5]=[CH:4][C:3]=1[S:9]([NH2:12])(=[O:11])=[O:10].C(N=[C:18]=[O:19])CCC.C1N2CCN(CC2)C1.C(Cl)(Cl)=O>>[Cl:1][C:2]1[C:7]([Cl:8])=[CH:6][CH:5]=[CH:4][C:3]=1[S:9]([N:12]=[C:18]=[O:19])(=[O:10])=[O:11]. Reported procedure: To 350 mL of dry xylenes was added 44 g of 2,3-dichlorobenzenesulfonamide, 23 mL of n-butyl isocyanate and 0.3 g 1,4-diazobicyclo[2.2.2]octane. This mixture was heated to reflux (138° C.) under a nitrogen atmosphere. After two hours, liquid phosgene was added to the refluxing mixture in portions over 1.5 hours at such a rate that kept the temperature between 130°-138° C. The phosgene addition was ceased when the reflux temperature had fallen to 130° C. and failed to rise, indicating that consump... The reactants are C(C=C)OC1=C(N)C=C(C=C1)Cl (2-allyloxy-5-chloroaniline), C1(CCCC1)OC=1C=C(C=CC1OC)CC(=O)NC1=C(C=CC(=C1)Cl)OCC=C (N-(3-cyclopentyloxy4-methoxyphenyl-acetyl)-2-allyloxy-5-chloroaniline). Run in C1(=CC=CC=C1)OC1=CC=CC=C1 (diphenyl ether), C1(=CC=CC=C1)OC1=CC=CC=C1 (diphenyl ether). The product is C1(CCCC1)OC=1C=C(C=CC1OC)CC(=O)NC1=C(C(=CC(=C1)Cl)CC=C)O (N-(3-Cyclopentyloxy-4-methoxyphenyl-acetyl)-2-hydroxy-3-allyl-5-chloroaniline). Reaction SMILES: [CH:1]1([O:6][C:7]2[CH:8]=[C:9]([CH2:15][C:16]([NH:18][C:19]3[CH:24]=[C:23]([Cl:25])[CH:22]=[CH:21][C:20]=3[O:26]CC=C)=[O:17])[CH:10]=[CH:11][C:12]=2[O:13][CH3:14])[CH2:5][CH2:4][CH2:3][CH2:2]1.[CH2:30](OC1C=CC(Cl)=CC=1N)[CH:31]=[CH2:32]>C1(OC2C=CC=CC=2)C=CC=CC=1>[CH:1]1([O:6][C:7]2[CH:8]=[C:9]([CH2:15][C:16]([NH:18][C:19]3[CH:24]=[C:23]([Cl:25])[CH:22]=[C:21]([CH2:32][CH:31]=[CH2:30])[C:20]=3[OH:26])=[O:17])[CH:10]=[CH:11][C:12]=2[O:13][CH3:14])[CH2:2][CH2:3][CH2:4][CH2:5]1. Procedure: A solution of N-(3-cyclopentyloxy4-methoxyphenyl-acetyl)-2-allyloxy-5-chloroaniline (33 grams, 0.079 mol) in 330 millimeters of diphenyl ether was heated at 180° for 6.5 hours. This reaction mixture was combined with a second reaction mixture containing N-3-cyclopentyloxy-4-methoxyphenylacetyl)-2-allyloxy-5-chloroaniline and 250 milliliters of diphenyl ether which had been heated at 180° for 20 hours. Starting materials: O=C([O-])[O-], Cc1ccc(C2Sc3cc(COC(c4ccccc4)(c4ccccc4)c4ccccc4)ccc3NC(=O)C2O)cc1, CN(C)CCCl, CC(C)=O, Cl, [K+], [K+]. The product is Cc1ccc(C2Sc3cc(COC(c4ccccc4)(c4ccccc4)c4ccccc4)ccc3N(CCN(C)C)C(=O)C2O)cc1. Reaction SMILES: [C:49](=[O:50])([O-:51])[O-:52].[CH3:1][c:2]1[cH:3][cH:4][c:5]([CH:8]2[S:9][c:10]3[c:11]([cH:17][cH:18][c:19]([CH2:21][O:22][C:23]([c:24]4[cH:25][cH:26][cH:27][cH:28][cH:29]4)([c:30]4[cH:31][cH:32][cH:33][cH:34][cH:35]4)[c:36]4[cH:37][cH:38][cH:39][cH:40][cH:41]4)[cH:20]3)[NH:12][C:13](=[O:16])[CH:14]2[OH:15])[cH:6][cH:7]1.[CH3:43][N:44]([CH2:45][CH2:46][Cl:47])[CH3:48].[CH3:55][C:56](=[O:57])[CH3:58].[ClH:42].[K+:53].[K+:54]>>[CH3:1][c:2]1[cH:3][cH:4][c:5]([CH:8]2[S:9][c:10]3[c:11]([cH:17][cH:18][c:19]([CH2:21][O:22][C:23]([c:24]4[cH:25][cH:26][cH:27][cH:28][cH:29]4)([c:30]4[cH:31][cH:32][cH:33][cH:34][cH:35]4)[c:36]4[cH:37][cH:38][cH:39][cH:40][cH:41]4)[cH:20]3)[N:12]([CH2:46][CH2:45][N:44]([CH3:43])[CH3:48])[C:13](=[O:16])[CH:14]2[OH:15])[cH:6][cH:7]1. Reactants: C[O-].[Na+] (sodium methoxide), [I-].[Na+] (sodium iodide), C(CCCCCC)=P(C1=CC=CC=C1)(C1=CC=CC=C1)C1=CC=CC=C1 (heptylidenetriphenyl phosphorane), ice water, C(C)(C)(C)OC(=O)N1CC(CC1)C=O (1-(t-butoxycarbonyl)-3-pyrrolidinecarboxaldehyde), ClCCCCCCC (1-chloroheptane), [I-].C(CCCCCC)[P+](C1=CC=CC=C1)(C1=CC=CC=C1)C1=CC=CC=C1 (heptyltriphenyl phosphonium iodide). Solvent: CN(C)C=O (DMF), C(C)C(=O)C (methyl ethyl ketone), CN(C)C=O (DMF). Conditions: time 10 hour. Yields the product C(CCCCCCC)C1CNCC1 (3-octylpyrrolidine). Reaction SMILES: [I-].[Na+].Cl[CH2:4][CH2:5][CH2:6][CH2:7][CH2:8][CH2:9][CH3:10].[I-].C([P+](C1C=CC=CC=1)(C1C=CC=CC=1)C1C=CC=CC=1)CCCCCC.C[O-].[Na+].C(=P(C1C=CC=CC=1)(C1C=CC=CC=1)C1C=CC=CC=1)CCCCCC.C(OC([N:74]1[CH2:78][CH2:77][CH:76]([CH:79]=O)[CH2:75]1)=O)(C)(C)C>CN(C=O)C.C(C(C)=O)C>[CH2:79]([CH:76]1[CH2:77][CH2:78][NH:74][CH2:75]1)[CH2:4][CH2:5][CH2:6][CH2:7][CH2:8][CH2:9][CH3:10] |f:0.1,3.4,5.6|. Procedure: A mixture of 0.15 mol. of anhydrous sodium iodide and 150 ml. of dry methyl ethyl ketone is heated for 30 minutes at 80°, 0.1 mol of 1-chloroheptane is added, and heating is continued for 10 hours with periodic shaking. The cooled solution is filtered and most of the solvent is distilled off. The residue is diluted with 150 ml. of benzene, the solution is washed with water, 5% sodium thiosulfate, water, and dried over magnesium sulfate. The filtrate solution is concentrated to 100 ml., 0.12 mol.... Reactants: ClCCl, O=C(O)C(F)(F)F, CC(C)(C)OC(=O)CCNc1ccc(-c2nc3ccc(C4(c5ccccc5)CC4)nc3s2)c(F)c1. The product is O=C(O)CCNc1ccc(-c2nc3ccc(C4(c5ccccc5)CC4)nc3s2)c(F)c1. RXN SMILES: [Cl:43][CH2:44][Cl:45].[F:1][C:2]([F:3])([F:4])[C:5]([OH:6])=[O:7].[F:8][c:9]1[cH:10][c:11]([NH:33][CH2:34][CH2:35][C:36](=[O:37])[O:38][C:39]([CH3:40])([CH3:41])[CH3:42])[cH:12][cH:13][c:14]1-[c:15]1[s:16][c:17]2[n:18][c:19]([C:24]3([c:27]4[cH:28][cH:29][cH:30][cH:31][cH:32]4)[CH2:25][CH2:26]3)[cH:20][cH:21][c:22]2[n:23]1>>[F:8][c:9]1[cH:10][c:11]([NH:33][CH2:34][CH2:35][C:36](=[O:37])[OH:38])[cH:12][cH:13][c:14]1-[c:15]1[s:16][c:17]2[n:18][c:19]([C:24]3([c:27]4[cH:28][cH:29][cH:30][cH:31][cH:32]4)[CH2:25][CH2:26]3)[cH:20][cH:21][c:22]2[n:23]1.